Task: describe an organic reaction: reactants, conditions, products, and yield. Dataset: the Open Reaction Database (ORD), a public repository of structured organic reaction records As a reaction SMILES: [Br:1][C:2]1[CH:7]=[C:6]([C:8]([CH3:11])([CH3:10])[CH3:9])[CH:5]=[CH:4][C:3]=1[O:12][CH3:13].[N+:14]([O-:17])([OH:16])=[O:15]>C(OC(=O)C)(=O)C.CCOC(C)=O.C([O-])(O)=O.[Na+]>[N+:14]([O-:17])([OH:16])=[O:15].[Br:1][C:2]1[CH:7]=[C:6]([C:8]([CH3:10])([CH3:9])[CH3:11])[CH:5]=[C:4]([N+:14]([O-:16])=[O:15])[C:3]=1[O:12][CH3:13] |f:4.5|. Reaction conditions: temperature 0 celsius, time 1 hour. Yield: 37.0%. The solvent is C(C)(=O)OC(C)=O (acetic anhydride), C(=O)(O)[O-].[Na+] (NaHCO3), CCOC(=O)C (EtOAc), C(=O)(O)[O-].[Na+] (NaHCO3), C(C)(=O)OC(C)=O (acetic anhydride), CC(=O)OC(=O)C (Ac2O). Procedure: 2-Bromo-4-tert-butylanisole (4.54 g, 18.67 mmol) was dissolved in acetic anhydride (15 mL) and the solution was cooled to 0° C. A solution of nitric acid (70%, 2.5 mL) in acetic anhydride (2.5 mL) was prepared by the dropwise addition of HNO3 (70%, 2.5 mL) to Ac2O at 0° C. The HNO3 solution was pre-cooled to 0° C., and added dropwise to the stirred solution of the 2-bromo-4-tert-butylanisole over 5 min. The mixture was stirred at 0° C. for 1 h, then allowed to warm to room temperature and stirre... The product is [N+](=O)(O)[O-] (nitric acid), BrC1=C(C(=CC(=C1)C(C)(C)C)[N+](=O)[O-])OC (2-bromo-4-tert-butyl-6-nitroanisole). Reactants: BrC1=C(C=CC(=C1)C(C)(C)C)OC (2-Bromo-4-tert-butylanisole), [N+](=O)(O)[O-] (HNO3), [N+](=O)(O)[O-] (HNO3), BrC1=C(C=CC(=C1)C(C)(C)C)OC (2-bromo-4-tert-butylanisole). Reactants: CCN(CC)S(F)(F)F, CCCCCCCCO, ClCCl, O. The product is CCCCCCCCF. As a reaction SMILES: [CH2:10]([N:11]([S:12]([F:13])([F:14])[F:16])[CH2:15][CH3:17])[CH3:18].[CH2:1]([CH2:2][CH2:3][CH2:4][CH2:5][CH2:6][CH2:7][CH3:8])[OH:9].[CH2:20]([Cl:21])[Cl:22].[OH2:19]>>[CH2:1]([CH2:2][CH2:3][CH2:4][CH2:5][CH2:6][CH2:7][CH3:8])[F:16]. Reactants: CCCC[N+](CCCC)(CCCC)CCCC, CC(=O)c1ccccc1, O=S(=O)([O-])O. Yields the product CC(O)c1ccccc1. Reaction SMILES: [CH2:15]([N+:16]([CH2:17][CH2:18][CH2:19][CH3:20])([CH2:21][CH2:22][CH2:23][CH3:24])[CH2:25][CH2:26][CH2:27][CH3:28])[CH2:29][CH2:30][CH3:31].[CH3:1][C:2](=[O:3])[c:4]1[cH:5][cH:6][cH:7][cH:8][cH:9]1.[S:10]([O-:11])([OH:12])(=[O:13])=[O:14]>>[CH3:1][CH:2]([OH:3])[c:4]1[cH:5][cH:6][cH:7][cH:8][cH:9]1. Reactants: Cc1cc(Cc2ccccc2)oc1C, COc1c(C(C)C)cc(C(=O)O)cc1C(C)C, O=C(Cl)C(=O)Cl, ClCCl, [Sn]. The product is COc1c(C(C)C)cc(C(=O)c2c(Cc3ccccc3)oc(C)c2C)cc1C(C)C. Reaction SMILES: [CH2:25]([c:26]1[cH:27][cH:28][cH:29][cH:30][cH:31]1)[c:32]1[o:33][c:34]([CH3:38])[c:35]([CH3:37])[cH:36]1.[CH:1]([CH3:2])([CH3:3])[c:4]1[cH:5][c:6]([C:7](=[O:8])[OH:9])[cH:10][c:11]([CH:15]([CH3:16])[CH3:17])[c:12]1[O:13][CH3:14].[Cl:18][C:19]([C:20]([Cl:21])=[O:22])=[O:23].[Cl:39][CH2:40][Cl:41].[Sn:24]>>[CH:1]([CH3:2])([CH3:3])[c:4]1[cH:5][c:6]([C:7](=[O:9])[c:36]2[c:32]([CH2:25][c:26]3[cH:27][cH:28][cH:29][cH:30][cH:31]3)[o:33][c:34]([CH3:38])[c:35]2[CH3:37])[cH:10][c:11]([CH:15]([CH3:16])[CH3:17])[c:12]1[O:13][CH3:14]. Reactants: 1-Chloro-N,N-2-trimethyl-1-propenylamine, ClC1=CC=C(C=C1)C(C=1N(C=CC1C(=O)O)C1CC1)NC1=CN(C(C(=C1)C)=O)C (2-((4-chlorophenyl)((1,5-dimethyl-6-oxo-1,6-dihydropyridin-3-yl)amino)methyl)-1-cyclopropyl-1H-pyrrole-3-carboxylic acid). Solvent: C(Cl)Cl (CH2Cl2), C(Cl)Cl (CH2Cl2), CCOCC (Et2O). Reaction conditions: time 30 minute. Product: ClC1=CC=C(C=C1)C1N(C(C2=C1N(C=C2)C2CC2)=O)C2=CN(C(C(=C2)C)=O)C (6-(4-Chlorophenyl)-1-cyclopropyl-5-(1,5-dimethyl-6-oxo-1,6-dihydropyridin-3-yl)-5,6-dihydropyrrolo[3,4-b]pyrrol-4(1H)-one). Yield: 70.5%. Reaction SMILES: [Cl:1][C:2]1[CH:7]=[CH:6][C:5]([CH:8]([NH:20][C:21]2[CH:26]=[C:25]([CH3:27])[C:24](=[O:28])[N:23]([CH3:29])[CH:22]=2)[C:9]2[N:10]([CH:17]3[CH2:19][CH2:18]3)[CH:11]=[CH:12][C:13]=2[C:14](O)=[O:15])=[CH:4][CH:3]=1>C(Cl)Cl.CCOCC>[Cl:1][C:2]1[CH:7]=[CH:6][C:5]([CH:8]2[C:9]3[N:10]([CH:17]4[CH2:19][CH2:18]4)[CH:11]=[CH:12][C:13]=3[C:14](=[O:15])[N:20]2[C:21]2[CH:26]=[C:25]([CH3:27])[C:24](=[O:28])[N:23]([CH3:29])[CH:22]=2)=[CH:4][CH:3]=1. Procedure: 1-Chloro-N,N-2-trimethyl-1-propenylamine (0.899 mL, 6.80 mmol) was added to a solution of 2-((4-chlorophenyl)((1,5-dimethyl-6-oxo-1,6-dihydropyridin-3-yl)amino)methyl)-1-cyclopropyl-1H-pyrrole-3-carboxylic acid (Step 240.3) (2 g, 4.86 mmol) in CH2Cl2 (40 mL) at 5° C. The reaction mixture was stirred at RT for 30 min, diluted in CH2Cl2 and a saturated aqueous solution of sodium bicarbonate, and extracted twice with CH2Cl2. The combined organic extracts were washed with water and brine, dried (Na2... Reactants: C1(=CC=CC=C1)C1=NC(=CC(=C1)C(=O)OC)OCC1=CC=CC=C1 (methyl 2-phenyl-6-benzyloxypyridine-4-carboxylate), [H][H] (hydrogen), CCO (EtOH). Reagents/catalysts: [C].[Pd] (palladium-carbon). Run in C1CCOC1 (THF). The product is O=C1NC(=CC(=C1)C(=O)OC)C1=CC=CC=C1 (Methyl 2-oxo-6-phenyl-1,2-dihydropyridine-4-carboxylate). RXN SMILES: CCO.[C:4]1([C:10]2[CH:15]=[C:14]([C:16]([O:18][CH3:19])=[O:17])[CH:13]=[C:12]([O:20]CC3C=CC=CC=3)[N:11]=2)[CH:9]=[CH:8][CH:7]=[CH:6][CH:5]=1.[H][H]>[C].[Pd].C1COCC1>[O:20]=[C:12]1[CH:13]=[C:14]([C:16]([O:18][CH3:19])=[O:17])[CH:15]=[C:10]([C:4]2[CH:9]=[CH:8][CH:7]=[CH:6][CH:5]=2)[NH:11]1 |f:3.4|. Reported procedure: In a nitrogen atmosphere, 10% palladium-carbon (3.2 g) was added to an EtOH (50 mL)-THF (5 mL) mixed solution of methyl 2-phenyl-6-benzyloxypyridine-4-carboxylate (5.3 g), and in a hydrogen atmosphere, this was stirred at room temperature for 9 hours. The reaction liquid was filtered through Celite, concentrated under reduced pressure, and a mixed solution of hexane/ethyl acetate=2/1 was added thereto. The precipitate was taken out through filtration, washed with that solution, and dried to obta...